This data is from the Open Reaction Database (ORD), a public repository of structured organic reaction records. The task is: describe an organic reaction: reactants, conditions, products, and yield Reactants: COc1ccc(C(=O)O)c2cccc(S(=O)(=O)N(C)C)c12, CC(=O)O, O, O=S(=O)(Cl)Cl. Product: COc1c(Cl)cc(C(=O)O)c2cccc(S(=O)(=O)N(C)C)c12. Reaction SMILES: [CH3:1][O:2][c:3]1[cH:4][cH:5][c:6]([C:19](=[O:20])[OH:21])[c:7]2[cH:8][cH:9][cH:10][c:11]([S:13](=[O:14])(=[O:15])[N:16]([CH3:17])[CH3:18])[c:12]12.[CH3:28][C:29](=[O:30])[OH:31].[OH2:27].[S:22]([Cl:23])(=[O:24])([Cl:25])=[O:26]>>[CH3:1][O:2][c:3]1[c:4]([Cl:25])[cH:5][c:6]([C:19](=[O:20])[OH:21])[c:7]2[cH:8][cH:9][cH:10][c:11]([S:13](=[O:14])(=[O:15])[N:16]([CH3:17])[CH3:18])[c:12]12.